This data is from the Open Reaction Database (ORD), a public repository of structured organic reaction records. The task is: describe an organic reaction: reactants, conditions, products, and yield Reaction SMILES: [F:1][C:2]([F:52])([F:51])[C:3]1[CH:4]=[C:5]([C@H:13]2[O:17][C:16](=[O:18])[N:15]([CH2:19][C:20]3[CH:25]=[C:24]([C:26]([F:29])([F:28])[F:27])[CH:23]=[CH:22][C:21]=3[C:30]3[CH:31]=[C:32]([C:39]4[CH:44]=[CH:43][C:42]([C:45]([O:47]C)=[O:46])=[CH:41][C:40]=4[F:49])[C:33]([F:38])=[CH:34][C:35]=3[O:36][CH3:37])[C@H:14]2[CH3:50])[CH:6]=[C:7]([C:9]([F:12])([F:11])[F:10])[CH:8]=1.O.[OH-].[Li+].O>O1CCOCC1>[F:12][C:9]([F:10])([F:11])[C:7]1[CH:6]=[C:5]([C@H:13]2[O:17][C:16](=[O:18])[N:15]([CH2:19][C:20]3[CH:25]=[C:24]([C:26]([F:28])([F:29])[F:27])[CH:23]=[CH:22][C:21]=3[C:30]3[CH:31]=[C:32]([C:39]4[CH:44]=[CH:43][C:42]([C:45]([OH:47])=[O:46])=[CH:41][C:40]=4[F:49])[C:33]([F:38])=[CH:34][C:35]=3[O:36][CH3:37])[C@H:14]2[CH3:50])[CH:4]=[C:3]([C:2]([F:52])([F:51])[F:1])[CH:8]=1 |f:1.2.3|. The product is FC(C=1C=C(C=C(C1)C(F)(F)F)[C@@H]1[C@@H](N(C(O1)=O)CC1=C(C=CC(=C1)C(F)(F)F)C=1C=C(C(=CC1OC)F)C1=C(C=C(C=C1)C(=O)O)F)C)(F)F (2″-({(4S,5R)-5-[3,5-bis(trifluoromethyl)phenyl]-4-methyl-2-oxo-1,3-oxazolidin-3-yl}methyl)-2,6′-difluoro-4′-methoxy-4″-(trifluoromethyl)-1,1′:3′,1″-terphenyl-4-carboxylic Acid). The reactants are FC(C=1C=C(C=C(C1)C(F)(F)F)[C@@H]1[C@@H](N(C(O1)=O)CC1=C(C=CC(=C1)C(F)(F)F)C=1C=C(C(=CC1OC)F)C1=C(C=C(C=C1)C(=O)OC)F)C)(F)F (methyl 2″-({(4S,5R)-5-[3,5-bis(trifluoromethyl)phenyl]-4-methyl-2-oxo-1,3-oxazolidin-3-yl}methyl)-2,6′-difluoro-4′-methoxy-4″-(trifluoromethyl)-1,1′:3′,1″-terphenyl-4-carboxylate), O.[OH-].[Li+] (lithium hydroxide monohydrate), O (water). The solvent is O1CCOCC1 (1,4-dioxane). Procedure: methyl 2″-({(4S,5R)-5-[3,5-bis(trifluoromethyl)phenyl]-4-methyl-2-oxo-1,3-oxazolidin-3-yl}methyl)-2,6′-difluoro-4′-methoxy-4″-(trifluoromethyl)-1,1′:3′,1″-terphenyl-4-carboxylate (50 mg, 0.067 mmol), lithium hydroxide monohydrate (28 mg, 0.67 mmol), water (1 mL) and 1,4-dioxane (2 mL) were stirred at room temperature for 2.5 hours. LCMS of aliquot indicated formation of the desired product and complete consumption of starting material. Crude mixture was acidified (1N HCl, aq.). Volatiles were re... The reactants are C1CCOC1, CC(C)(C)[O-], Cc1ccc(Cl)c(O)c1F, N#Cc1cc(Cl)nc(Cl)c1, [K+], C1COCCOCCOCCOCCOCCO1. Yields the product Cc1ccc(Cl)c(Oc2cc(C#N)cc(Cl)n2)c1F. Reaction SMILES: [CH2:45]1[O:46][CH2:47][CH2:48][CH2:49]1.[CH3:29][C:30]([CH3:31])([O-:32])[CH3:33].[Cl:1][c:2]1[cH:3][cH:4][c:5]([CH3:10])[c:6]([F:9])[c:7]1[OH:8].[Cl:35][c:36]1[n:37][c:38]([Cl:44])[cH:39][c:40]([C:42]#[N:43])[cH:41]1.[K+:34].[O:11]1[CH2:12][CH2:13][O:14][CH2:15][CH2:16][O:17][CH2:18][CH2:19][O:20][CH2:21][CH2:22][O:23][CH2:24][CH2:25][O:26][CH2:27][CH2:28]1>>[Cl:1][c:2]1[cH:3][cH:4][c:5]([CH3:10])[c:6]([F:9])[c:7]1[O:8][c:38]1[n:37][c:36]([Cl:35])[cH:41][c:40]([C:42]#[N:43])[cH:39]1.